From a dataset of the Open Reaction Database (ORD), a public repository of structured organic reaction records. describe an organic reaction: reactants, conditions, products, and yield Solvent: CO (methanol). Reaction SMILES: [CH2:1]1[C:3]2([CH2:8][CH2:7][CH:6]([CH2:9][NH:10]C(=O)OCC3C=CC=CC=3)[CH2:5][CH2:4]2)[CH2:2]1.[ClH:21]>CO.[Pd]>[ClH:21].[CH2:2]1[C:3]2([CH2:8][CH2:7][CH:6]([CH2:9][NH2:10])[CH2:5][CH2:4]2)[CH2:1]1 |f:4.5|. Reactants: C1CC12CCC(CC2)CNC(OCC2=CC=CC=C2)=O (Benzyl spiro[2.5]octan-6-ylmethylcarbamate), Cl (hydrochloric acid). Procedure details: Compound 8-5 (2.85 g, 10.4 mmol) was dissolved in 30 mL of methanol, added 0.2 g of palladium on carbon and 1 mL of concentrated hydrochloric acid, and subjected to catalytic hydrogenation reaction overnight and filtered to remove insolubles, then concentrated to give Compound 8-6 (1.8 g, yield 98.5%). Yield: 98.5%. Reagents/catalysts: [Pd] (palladium on carbon). Product: Cl.C1CC12CCC(CC2)CN (Spiro[2.5]octan-6-ylmethylamine hydrochloride). Procedure: The preparation of the title compound takes place starting from the compound of Example 77A in analogy to the synthesis of the compound of Example 1. 28 mg (74% of theory) of the title compound are obtained. RXN SMILES: [Cl:1][C:2]1[CH:3]=[C:4]([N:8]2[C:12]([C:13]3[CH:18]=[CH:17][C:16]([F:19])=[C:15]([C:20]([F:23])([F:22])[F:21])[CH:14]=3)=[CH:11][C:10]([C:24]([OH:26])=O)=[N:9]2)[CH:5]=[CH:6][CH:7]=1.ClC1C=C(N2C(C3C=C(F)C=C(Cl)C=3)=CC(C([N:50]3[CH2:54][C:53](=[O:55])[NH:52][CH2:51]3)=O)=N2)C=CC=1F>>[Cl:1][C:2]1[CH:3]=[C:4]([N:8]2[C:12]([C:13]3[CH:18]=[CH:17][C:16]([F:19])=[C:15]([C:20]([F:21])([F:23])[F:22])[CH:14]=3)=[CH:11][C:10]([C:24]([N:50]3[CH2:54][C:53](=[O:55])[NH:52][CH2:51]3)=[O:26])=[N:9]2)[CH:5]=[CH:6][CH:7]=1. Starting materials: ClC=1C=C(C=CC1)N1N=C(C=C1C1=CC(=C(C=C1)F)C(F)(F)F)C(=O)O (1-(3-Chlorophenyl)-5-[4-fluoro-3-(trifluoromethyl)phenyl]-1H-pyrazole-3-carboxylic acid), ClC=1C=C(C=CC1F)N1N=C(C=C1C1=CC(=CC(=C1)F)Cl)C(=O)N1CNC(C1)=O (1-{[1-(3-Chloro-4-fluorophenyl)-5-(3-chloro-5-fluorophenyl)-1H-pyrazol-3-yl]carbonyl}imidazolidin-4-one). The product is ClC=1C=C(C=CC1)N1N=C(C=C1C1=CC(=C(C=C1)F)C(F)(F)F)C(=O)N1CNC(C1)=O (1-({1-(3-Chlorophenyl)-5-[4-fluoro-3-(trifluoromethyl)phenyl]-1H-pyrazol-3-yl}carbonyl)imidazolidin-4-one). The reagents and catalysts are nickel(O). Yields the product C(C=CC1=CC=CC=C1)(=O)OC (Methyl cinnamate). The reactants are II (iodine), C(C1=CC=CC=C1)(=O)Cl (benzoyl chloride), C(C=C)(=O)OC (methyl acrylate), methyl trans-3-benzoyl acrylate. As a reaction SMILES: [C:1](Cl)(=O)[C:2]1[CH:7]=[CH:6][CH:5]=[CH:4][CH:3]=1.[C:10]([O:14][CH3:15])(=[O:13])[CH:11]=C.II>CO>[C:10]([O:14][CH3:15])(=[O:13])[CH:11]=[CH:1][C:2]1[CH:7]=[CH:6][CH:5]=[CH:4][CH:3]=1. Procedure details: On the other hand, it is known that the reaction of benzoyl chloride with methyl acrylate in the presence of stoichiometric amounts of a nickel(O) catalyst leads to the formation of methyl trans-3-benzoyl acrylate if the reaction mixture is subsequently treated with iodine in methanol. Methyl cinnamate is formed as a by-product in this reaction. Methyl cinnamate is obtained as the main product and methyl benzoyl acrylate as a by-product by reacting a complex formed from benzoyl-palladium chlorid... Solvent: CO (methanol). Product: IC=1C=CC2=C(C(C2)=O)C1 (5-Iodobenzocyclobutenone). Conditions: time 15 minute. RXN SMILES: N([O-])=O.[Na+].N[C:6]1[CH:7]=[CH:8][C:9]2[CH2:12][C:11](=[O:13])[C:10]=2[CH:14]=1.[I-:15].[K+]>O.S(=O)(=O)(O)O>[I:15][C:6]1[CH:7]=[CH:8][C:9]2[CH2:12][C:11](=[O:13])[C:10]=2[CH:14]=1 |f:0.1,3.4|. The solvent is O (water), O (water), O (water), S(O)(O)(=O)=O (sulfuric acid), O (water). Procedure: At 0°-5° C., a solution of sodium nitrite (0.759 g) in water (5 mL) was added into a suspension of the amine 8 in 2.5 mL of concentrated sulfuric acid and 10 mL of water. After stirring for 15 minutes, a solution of potassium iodide (1.826 g) in 3 mL of water was added slowly. The cloudy, orange-purple solution was stirred at room temperature for 1 hour. The reaction mixture was diluted with water (50 mL) and extracted with with ether (2×100 mL). The etheral extracts were washed with aqueous sod... Starting materials: [I-].[K+] (potassium iodide), N(=O)[O-].[Na+] (sodium nitrite), NC=1C=CC2=C(C(C2)=O)C1 (5-Aminobenzocyclobutenone). The solvent is C(Cl)Cl (CH2Cl2). Starting materials: FC1=CC=C(C=C1)C(C)(C)C=1C(=NC=CC1)C=O (3-[1-(4-fluoro-phenyl)-1-methyl-ethyl]-pyridine-2-carbaldehyde), C(C)(C)(C)OC(=O)N1CCC(CC1)NCC1=NC=C(C=C1C)Cl (4-[(5-chloro-3-methyl-pyridin-2-ylmethyl)-amino]-piperidine-1-carboxylic acid tert-butyl ester), [BH-](OC(=O)C)(OC(=O)C)OC(=O)C.[Na+] (NaBH(OAc)3). Reaction SMILES: [F:1][C:2]1[CH:7]=[CH:6][C:5]([C:8]([C:11]2[C:12]([CH:17]=O)=[N:13][CH:14]=[CH:15][CH:16]=2)([CH3:10])[CH3:9])=[CH:4][CH:3]=1.[C:19]([O:23][C:24]([N:26]1[CH2:31][CH2:30][CH:29]([NH:32][CH2:33][C:34]2[C:39]([CH3:40])=[CH:38][C:37]([Cl:41])=[CH:36][N:35]=2)[CH2:28][CH2:27]1)=[O:25])([CH3:22])([CH3:21])[CH3:20].[BH-](OC(C)=O)(OC(C)=O)OC(C)=O.[Na+]>C(Cl)Cl>[C:19]([O:23][C:24]([N:26]1[CH2:27][CH2:28][CH:29]([N:32]([CH2:33][C:34]2[C:39]([CH3:40])=[CH:38][C:37]([Cl:41])=[CH:36][N:35]=2)[CH2:17][C:12]2[C:11]([C:8]([C:5]3[CH:4]=[CH:3][C:2]([F:1])=[CH:7][CH:6]=3)([CH3:9])[CH3:10])=[CH:16][CH:15]=[CH:14][N:13]=2)[CH2:30][CH2:31]1)=[O:25])([CH3:22])([CH3:21])[CH3:20] |f:2.3|. Yields the product C(C)(C)(C)OC(=O)N1CCC(CC1)N(CC1=NC=CC=C1C(C)(C)C1=CC=C(C=C1)F)CC1=NC=C(C=C1C)Cl (4-((5-chloro-3-methyl-pyridin-2-ylmethyl)-{3-[1-(4-fluoro-phenyl)-1-methyl-ethyl]-pyridin-2-ylmethyl}-amino)-piperidine-1-carboxylic acid tert-butyl ester). Procedure details: Using General Procedure B, reacting of 3-[1-(4-fluoro-phenyl)-1-methyl-ethyl]-pyridine-2-carbaldehyde, 4-[(5-chloro-3-methyl-pyridin-2-ylmethyl)-amino]-piperidine-1-carboxylic acid tert-butyl ester and NaBH(OAc)3 in CH2Cl2 gave 4-((5-chloro-3-methyl-pyridin-2-ylmethyl)-{3-[1-(4-fluoro-phenyl)-1-methyl-ethyl]-pyridin-2-ylmethyl}-amino)-piperidine-1-carboxylic acid tert-butyl ester. 1H NMR (CDCl3): δ 1.22 (br, 2H), 1.44 (s, 9H), 1.59 (br, 2H), 1.60 (s, 6H), 2.27 (s, 3H), 2.47 (m, 3H), 3.34 (s, 2H)... Reactants: CN(C)C=O (DMF), BrC1=CC=2C(=C3C(=C4C=CNC(C24)=O)NC(=N3)C3=C(C=CC=C3)Cl)C=C1 (9-Bromo-2-(2-chlorophenyl)-3,6-dihydro-7H-benzo[h]imidazo[4,5-f]isoquinolin-7-one), [Cl-].[Li+] (lithium chloride), CN1N=CC(=C1)B1OC(C(O1)(C)C)(C)C (1-methyl-4-(4,4,5,5-tetramethyl-1,3,2-dioxaborolan-2-yl)-1H-pyrazole). Reagents/catalysts: C=1C=CC(=CC1)[P](C=2C=CC=CC2)(C=3C=CC=CC3)[Pd]([P](C=4C=CC=CC4)(C=5C=CC=CC5)C=6C=CC=CC6)([P](C=7C=CC=CC7)(C=8C=CC=CC8)C=9C=CC=CC9)[P](C=1C=CC=CC1)(C=1C=CC=CC1)C=1C=CC=CC1 (tetrakis(triphenylphosphine)palladium(0)). Run in C(=O)([O-])[O-].[Na+].[Na+] (Na2CO3), C(C)(=O)OCC (ethyl acetate), C(=O)([O-])[O-].[Na+].[Na+] (Na2CO3). Reaction conditions: temperature 130 celsius. Yields the product ClC1=C(C=CC=C1)C1=NC=2C(=C3C=CNC(C3=C3C2C=CC(=C3)C=3C=NN(C3)C)=O)N1 (2-(2-chlorophenyl)-9-(1-methyl-1H-pyrazol-4-yl)-3,6-dihydro-7H-benzo[h]imidazo[4,5-f]isoquinolin-7-one). RXN SMILES: Br[C:2]1[CH:26]=[CH:25][C:5]2=[C:6]3[N:17]=[C:16]([C:18]4[CH:23]=[CH:22][CH:21]=[CH:20][C:19]=4[Cl:24])[NH:15][C:7]3=[C:8]3[C:13]([C:12](=[O:14])[NH:11][CH:10]=[CH:9]3)=[C:4]2[CH:3]=1.[Cl-].[Li+].[CH3:29][N:30]1[CH:34]=[C:33](B2OC(C)(C)C(C)(C)O2)[CH:32]=[N:31]1.CN(C=O)C>C(OCC)(=O)C.C([O-])([O-])=O.[Na+].[Na+].C1C=CC([P]([Pd]([P](C2C=CC=CC=2)(C2C=CC=CC=2)C2C=CC=CC=2)([P](C2C=CC=CC=2)(C2C=CC=CC=2)C2C=CC=CC=2)[P](C2C=CC=CC=2)(C2C=CC=CC=2)C2C=CC=CC=2)(C2C=CC=CC=2)C2C=CC=CC=2)=CC=1>[Cl:24][C:19]1[CH:20]=[CH:21][CH:22]=[CH:23][C:18]=1[C:16]1[NH:15][C:7]2=[C:8]3[C:13](=[C:4]4[CH:3]=[C:2]([C:33]5[CH:32]=[N:31][N:30]([CH3:29])[CH:34]=5)[CH:26]=[CH:25][C:5]4=[C:6]2[N:17]=1)[C:12](=[O:14])[NH:11][CH:10]=[CH:9]3 |f:1.2,6.7.8,^1:64,66,85,104|. Reported procedure: 9-Bromo-2-(2-chlorophenyl)-3,6-dihydro-7H-benzo[h]imidazo[4,5-f]isoquinolin-7-one (30 mg, 0.071 mmol), lithium chloride (6 mg, 0.14 mmol), 1-methyl-4-(4,4,5,5-tetramethyl-1,3,2-dioxaborolan-2-yl)-1H-pyrazole (30 mg, 0.14 mmol), and tetrakis(triphenylphosphine)palladium(0) (8 mg, 0.0071 mmol) were placed in a microwave tube. Na2CO3 (2 M, 0.25 mL) and DMF (1 mL) were added and the solution was heated in the microwave at 130° C. for ten minutes. The solution was cooled to ambient temperature dilute... Reactants: C(C1=CC=CC=C1)N1C(C(CC1CS)CS)=O (N-benzyl-2,4-bis(mercaptomethyl)-4-butanelactam), O1CCCC=C1 (dihydropyran). Run in CCOCC (ether), CCOCC (ether), CCOCC (ether), C1=CC=CC=C1 (benzene), C(C)(=O)OCC (ethyl acetate). Run at time 8 hour. The product is C(C1=CC=CC=C1)N1C(C(CC1CSC1OCCCC1)CSC1OCCCC1)=O (N-benzyl-2,4-bis(2-tetrahydropyranylthiomethyl)-4-butanelactam). Reaction SMILES: [CH2:1]([N:8]1[CH:12]([CH2:13][SH:14])[CH2:11][CH:10]([CH2:15][SH:16])[C:9]1=[O:17])[C:2]1[CH:7]=[CH:6][CH:5]=[CH:4][CH:3]=1.[O:18]1[CH:23]=[CH:22][CH2:21][CH2:20][CH2:19]1>CCOCC.C1C=CC=CC=1.C(OCC)(=O)C>[CH2:1]([N:8]1[CH:12]([CH2:13][S:14][CH:23]2[CH2:22][CH2:21][CH2:20][CH2:19][O:18]2)[CH2:11][CH:10]([CH2:15][S:16][CH:19]2[CH2:20][CH2:21][CH2:22][CH2:23][O:18]2)[C:9]1=[O:17])[C:2]1[CH:7]=[CH:6][CH:5]=[CH:4][CH:3]=1. Procedure details: To a solution of N-benzyl-2,4-bis(mercaptomethyl)-4-butanelactam (compound No.15-2, 134 mg) in dry ether (2 ml), dihydropyran (110 mg) dissolved in dry ether (2 ml) is added under nitrogen atmosphere and then boron trifluoride diethyl ether complex (15 mg) dissolved in dry ether (1 ml) is added to the mixture. The mixture is stirred overnight at room temperature. The mixture is diluted with a mixture of benzene and ethyl acetate and washed with 10% aqueous sodium bicarbonate solution, water and ... Starting materials: NC1=CC=CC=C1 (aniline), BrC1=CC=C(N)C=C1 (4-bromoaniline), C(#N)C(C(=O)NC(=O)OCC)=COCC (α-cyano-β-ethoxy-N-ethoxycarbonylacrylamide). Yields the product C(#N)C=1C(NC(N(C1)C1=CC=CC=C1)=O)=O (5-cyano-1-phenyluracil), C(#N)C=1C(NC(N(C1)C1=CC=C(C=C1)Br)=O)=O (5-cyano-1-(4-bromophenyl)uracil). Reaction SMILES: [NH2:1][C:2]1[CH:7]=[CH:6][CH:5]=[CH:4][CH:3]=1.[Br:8][C:9]1[CH:15]=[CH:14][C:12]([NH2:13])=[CH:11][CH:10]=1.[C:16]([C:18](=[CH:27]OCC)[C:19]([NH:21][C:22](OCC)=[O:23])=[O:20])#[N:17]>>[C:16]([C:18]1[C:19](=[O:20])[NH:21][C:22](=[O:23])[N:1]([C:2]2[CH:7]=[CH:6][CH:5]=[CH:4][CH:3]=2)[CH:27]=1)#[N:17].[C:16]([C:18]1[C:19](=[O:20])[NH:21][C:22](=[O:23])[N:13]([C:12]2[CH:14]=[CH:15][C:9]([Br:8])=[CH:10][CH:11]=2)[CH:27]=1)#[N:17]. Procedure: Following procedures hereinabove, each of aniline and 4-bromoaniline is reacted with α-cyano-β-ethoxy-N-ethoxycarbonylacrylamide and cyclized to yield 5-cyano-1-phenyluracil, m.p. 290°, and 5-cyano-1-(4-bromophenyl)uracil, m.p. 257°-260°. The foregoing two compounds have been reported by Atkinson et al., J. Chem. Soc. 4118-4123 (1956) and Senda et al., Chem Pharm. Bull. 22(1), 189-195 (1974), respectively.